Task: describe an organic reaction: reactants, conditions, products, and yield. Dataset: the Open Reaction Database (ORD), a public repository of structured organic reaction records The reactants are CC(C#N)CCCCCC(=O)O, CCOCC, C1CCC(NC2CCCCC2)CC1, ClCCl, Cl, NC(C(=O)c1ccc(Cl)cc1)c1ccc(Cl)cc1, [Na+], O=S(=O)([O-])O, c1ccncc1. Product: CC(C#N)CCCCCC(=O)NC(C(=O)c1ccc(Cl)cc1)c1ccc(Cl)cc1. As a reaction SMILES: [C:14](#[N:15])[CH:16]([CH2:17][CH2:18][CH2:19][CH2:20][CH2:21][C:22](=[O:23])[OH:24])[CH3:25].[CH3:32][CH2:33][O:34][CH2:35][CH3:36].[CH:1]1([NH:2][CH:3]2[CH2:4][CH2:5][CH2:6][CH2:7][CH2:8]2)[CH2:9][CH2:10][CH2:11][CH2:12][CH2:13]1.[Cl:56][CH2:57][Cl:58].[ClH:37].[NH2:38][CH:39]([C:40](=[O:41])[c:42]1[cH:43][cH:44][c:45]([Cl:48])[cH:46][cH:47]1)[c:49]1[cH:50][cH:51][c:52]([Cl:55])[cH:53][cH:54]1.[Na+:31].[S:26]([O-:27])([OH:28])(=[O:29])=[O:30].[cH:59]1[cH:60][cH:61][n:62][cH:63][cH:64]1>>[C:14](#[N:15])[CH:16]([CH2:17][CH2:18][CH2:19][CH2:20][CH2:21][C:22](=[O:24])[NH:38][CH:39]([C:40](=[O:41])[c:42]1[cH:43][cH:44][c:45]([Cl:48])[cH:46][cH:47]1)[c:49]1[cH:50][cH:51][c:52]([Cl:55])[cH:53][cH:54]1)[CH3:25].